Dataset: the Open Reaction Database (ORD), a public repository of structured organic reaction records. Task: describe an organic reaction: reactants, conditions, products, and yield Starting materials: C(C1=CC=CC=C1)OC=1C=C(CO)C=CC1 (3-benzyloxybenzyl alcohol), [Si](C)(C)(C)Br (TMS Bromide). Run in C(Cl)Cl (methylene chloride). Yields the product C(C1=CC=CC=C1)OC=1C=C(CBr)C=CC1 (3-benzyloxybenzyl bromide). As a reaction SMILES: [CH2:1]([O:8][C:9]1[CH:10]=[C:11]([CH:14]=[CH:15][CH:16]=1)[CH2:12]O)[C:2]1[CH:7]=[CH:6][CH:5]=[CH:4][CH:3]=1.[Si]([Br:21])(C)(C)C>C(Cl)Cl>[CH2:1]([O:8][C:9]1[CH:10]=[C:11]([CH:14]=[CH:15][CH:16]=1)[CH2:12][Br:21])[C:2]1[CH:7]=[CH:6][CH:5]=[CH:4][CH:3]=1. Procedure details: A solution of 3-benzyloxybenzyl alcohol (2.04 g) in methylene chloride (20 mL) with TMS Bromide (2.5 eq. 3.14 mL) was heated at reflux for 6 hr. After cooling, the reaction was concentrated and then reconcentrated 2× from methylene chloride. The residue was chromatographed on silica gel with 5% methylene chloride in hexane to afford 3-benzyloxybenzyl bromide (1.26 g) as an oil. Reactants: CN(CC#CC1=CC=C2C=CN(C(C2=C1)=O)C=1C=C(C(=O)OC)C=CC1C)C (Methyl 3-[7-[3-(dimethylamino)prop-1-yn-1-yl]-1-oxoisoquinolin-2(1H)-yl]-4-methylbenzoate), CO (methanol), C(C)(=O)OCC (ethyl acetate). Reagents/catalysts: [Pd] (Pd/C). The solvent is C(C)O (ethanol). Yields the product CN(CCCC1=CC=C2C=CN(C(C2=C1)=O)C=1C=C(C(=O)OC)C=CC1C)C (methyl 3-[7-[3-(dimethylamino)propyl]-1-oxoisoquinolin-2(1H)-yl]-4-methylbenzoate). RXN SMILES: [CH3:1][N:2]([CH3:28])[CH2:3][C:4]#[C:5][C:6]1[CH:15]=[C:14]2[C:9]([CH:10]=[CH:11][N:12]([C:17]3[CH:18]=[C:19]([CH:24]=[CH:25][C:26]=3[CH3:27])[C:20]([O:22][CH3:23])=[O:21])[C:13]2=[O:16])=[CH:8][CH:7]=1.CO.C(OCC)(=O)C>C(O)C.[Pd]>[CH3:28][N:2]([CH3:1])[CH2:3][CH2:4][CH2:5][C:6]1[CH:15]=[C:14]2[C:9]([CH:10]=[CH:11][N:12]([C:17]3[CH:18]=[C:19]([CH:24]=[CH:25][C:26]=3[CH3:27])[C:20]([O:22][CH3:23])=[O:21])[C:13]2=[O:16])=[CH:8][CH:7]=1. Reported procedure: Methyl 3-[7-[3-(dimethylamino)prop-1-yn-1-yl]-1-oxoisoquinolin-2(1H)-yl]-4-methylbenzoate (192 mg) and 10% Pd/C (20 mg) were stirred in a mixture of ethanol (2 ml)/methanol (4 ml)/ethyl acetate (1 ml) under an atmosphere of hydrogen at room temperature for 2 hours. The catalyst was removed by filtration through a microfibre filter and the filtrate was concentrated to yield an oil. The oil was purified by column chromatography on an ion exchange column (isolute SCX column from International Sorbe... The reactants are S=C(Cl)Cl, Nc1ccccc1N1CCCCC1, C1COCCO1, O. Product: S=C=Nc1ccccc1N1CCCCC1. Reaction SMILES: [Cl:14][C:15]([Cl:16])=[S:17].[N:1]1([c:7]2[c:8]([NH2:9])[cH:10][cH:11][cH:12][cH:13]2)[CH2:2][CH2:3][CH2:4][CH2:5][CH2:6]1.[O:19]1[CH2:20][CH2:21][O:22][CH2:23][CH2:24]1.[OH2:18]>>[N:1]1([c:7]2[c:8]([N:9]=[C:15]=[S:17])[cH:10][cH:11][cH:12][cH:13]2)[CH2:2][CH2:3][CH2:4][CH2:5][CH2:6]1. Starting materials: ClCCCSc1ccccc1, [I-], [Na+], C1COCCO1, OCCNCCO. Yields the product OCCN(CCO)CCCSc1ccccc1. Reaction SMILES: [Cl:1][CH2:2][CH2:3][CH2:4][S:5][c:6]1[cH:7][cH:8][cH:9][cH:10][cH:11]1.[I-:20].[Na+:19].[O:21]1[CH2:22][CH2:23][O:24][CH2:25][CH2:26]1.[OH:12][CH2:13][CH2:14][NH:15][CH2:16][CH2:17][OH:18]>>[CH2:2]([CH2:3][CH2:4][S:5][c:6]1[cH:7][cH:8][cH:9][cH:10][cH:11]1)[N:15]([CH2:14][CH2:13][OH:12])[CH2:16][CH2:17][OH:18]. Reactants: C(C)(C)(C)OC(NC1=CC(=C(C=C1N)C1=C(C=CC=C1)F)OCC(F)(F)F)=O ([5-amino-2′-fluoro-2-(2,2,2-trifluoro-ethoxy)-biphenyl-4-yl]-carbamic acid tert.-butyl ester), N1(C=NC=C1)C=1C=C(C=CC1)C1=CC(OC(O1)(C)C)=O (6-(3-imidazol-1-yl-phenyl)-2,2-dimethyl-[1,3]dioxin-4-one). Product: C(C)(C)(C)OC(NC1=CC(=C(C=C1NC(CC(=O)C1=CC(=CC=C1)N1C=NC=C1)=O)C1=C(C=CC=C1)F)OCC(F)(F)F)=O ([2′-Fluoro-5-[3-(3-imidazol-1-yl-phenyl)-3-oxo-propionylamino]-2-(2,2,2-trifluoro-ethoxy)-biphenyl-4-yl]-carbamic acid tert.-butyl ester). Reaction SMILES: [C:1]([O:5][C:6](=[O:28])[NH:7][C:8]1[C:13]([NH2:14])=[CH:12][C:11]([C:15]2[CH:20]=[CH:19][CH:18]=[CH:17][C:16]=2[F:21])=[C:10]([O:22][CH2:23][C:24]([F:27])([F:26])[F:25])[CH:9]=1)([CH3:4])([CH3:3])[CH3:2].[N:29]1([C:34]2[CH:35]=[C:36]([C:40]3[O:45]C(C)(C)[O:43][C:42](=O)[CH:41]=3)[CH:37]=[CH:38][CH:39]=2)[CH:33]=[CH:32][N:31]=[CH:30]1>>[C:1]([O:5][C:6](=[O:28])[NH:7][C:8]1[C:13]([NH:14][C:42](=[O:43])[CH2:41][C:40]([C:36]2[CH:37]=[CH:38][CH:39]=[C:34]([N:29]3[CH:33]=[CH:32][N:31]=[CH:30]3)[CH:35]=2)=[O:45])=[CH:12][C:11]([C:15]2[CH:20]=[CH:19][CH:18]=[CH:17][C:16]=2[F:21])=[C:10]([O:22][CH2:23][C:24]([F:25])([F:26])[F:27])[CH:9]=1)([CH3:4])([CH3:2])[CH3:3]. Procedure details: The title compound was prepared from [5-amino-2′-fluoro-2-(2,2,2-trifluoro-ethoxy)-biphenyl-4-yl]-carbamic acid tert.-butyl ester (Example J5) (200 mg, 0.5 mmol) and 6-(3-imidazol-1-yl-phenyl)-2,2-dimethyl-[1,3]dioxin-4-one (Example L3) (160 mg, 0.5 mmol) according to the general procedure M. Obtained as an amorphous brown substance (167 mg). Starting materials: CC1(C2=C(C(=CC=C2)P(C3=CC=CC=C3)C4=CC=CC=C4)OC5=C(C=CC=C51)P(C6=CC=CC=C6)C7=CC=CC=C7)C (xantphos), CC(C)(C)[O-].[Na+] (NaOtBu), ClC1=CC=C(C=N1)N1CCN(CC1)CCO[Si](C)(C)C(C)(C)C (1-(6-chloro-3-pyridinyl)-4-(2-(((1,1-dimethylethyl)(dimethyl)silyl)oxy)ethyl)-piperazine), C1(CCCC1)N1C2=C(C3=C1N=C(N=C3)N)C=CN=C2F (9-Cyclopentyl-8-fluoro-9H-pyrido[4′,3′:4,5]pyrrolo[2,3-d]pyrimidin-2-amine). Reagents/catalysts: C=1C=CC(=CC1)/C=C/C(=O)/C=C/C2=CC=CC=C2.C=1C=CC(=CC1)/C=C/C(=O)/C=C/C2=CC=CC=C2.C=1C=CC(=CC1)/C=C/C(=O)/C=C/C2=CC=CC=C2.[Pd].[Pd] (tris(dibenzylideneacetone)dipalladium). Run at temperature 105 celsius, time 8 hour. Product: C1(CCCC1)N1C2=C(C3=C1N=C(N=C3)NC3=NC=C(C=C3)N3CCN(CC3)CCO[Si](C)(C)C(C)(C)C)C=CN=C2F (9-Cyclopentyl-N-(5-(4-(2-(((1,1-dimethylethyl)(dimethyl)silyl)oxy)ethyl)-1-piperazinyl)-2-pyridinyl)-8-fluoro-9H-pyrido[4′,3′:4,5]pyrrolo[2,3-d]pyrimidin-2-amine). The yield is 48.2%. RXN SMILES: CC1(C)C2C(=C(P(C3C=CC=CC=3)C3C=CC=CC=3)C=CC=2)OC2C(P(C3C=CC=CC=3)C3C=CC=CC=3)=CC=CC1=2.CC([O-])(C)C.[Na+].Cl[C:50]1[N:55]=[CH:54][C:53]([N:56]2[CH2:61][CH2:60][N:59]([CH2:62][CH2:63][O:64][Si:65]([C:68]([CH3:71])([CH3:70])[CH3:69])([CH3:67])[CH3:66])[CH2:58][CH2:57]2)=[CH:52][CH:51]=1.[CH:72]1([N:77]2[C:81]3[N:82]=[C:83]([NH2:86])[N:84]=[CH:85][C:80]=3[C:79]3[CH:87]=[CH:88][N:89]=[C:90]([F:91])[C:78]2=3)[CH2:76][CH2:75][CH2:74][CH2:73]1>C1C=CC(/C=C/C(/C=C/C2C=CC=CC=2)=O)=CC=1.C1C=CC(/C=C/C(/C=C/C2C=CC=CC=2)=O)=CC=1.C1C=CC(/C=C/C(/C=C/C2C=CC=CC=2)=O)=CC=1.[Pd].[Pd]>[CH:72]1([N:77]2[C:81]3[N:82]=[C:83]([NH:86][C:50]4[CH:51]=[CH:52][C:53]([N:56]5[CH2:61][CH2:60][N:59]([CH2:62][CH2:63][O:64][Si:65]([C:68]([CH3:71])([CH3:70])[CH3:69])([CH3:67])[CH3:66])[CH2:58][CH2:57]5)=[CH:54][N:55]=4)[N:84]=[CH:85][C:80]=3[C:79]3[CH:87]=[CH:88][N:89]=[C:90]([F:91])[C:78]2=3)[CH2:73][CH2:74][CH2:75][CH2:76]1 |f:1.2,5.6.7.8.9|. Procedure details: To tris(dibenzylideneacetone)dipalladium (0) (0.0289 g, 0.0316 mmol), xantphos (0.0366 g, 0.0632 mmol), NaOtBu (0.0486 g, 0.506 mmol), compound 247 (0.150 g, 0.421 mmol), and compound 245 (0.114 g, 0.421 mmol) was added degassed dioxane (2.0 mL). The reaction vessel was sealed and stirred at 105° C. overnight. The reaction was loaded directly to silica. Silica gel chromatography (gradient elution 1.5 to 5% 2 M methanolic NH3 in DCM) afforded compound 248 (0.120 g, 48.2% yield). 1H NMR (400 MHz, ... Starting materials: CC(C)C[Al+]CC(C)C, C1CCOC1, Cc1ccccc1, N#Cc1ccccc1Oc1ccc(Cl)cc1Cl, [H-], O. Product: O=Cc1ccccc1Oc1ccc(Cl)cc1Cl. As a reaction SMILES: [CH2:2]([Al+:3][CH2:4][CH:5]([CH3:6])[CH3:7])[CH:8]([CH3:9])[CH3:10].[CH2:36]1[O:37][CH2:38][CH2:39][CH2:40]1.[CH3:11][c:12]1[cH:13][cH:14][cH:15][cH:16][cH:17]1.[Cl:18][c:19]1[c:20]([O:21][c:22]2[c:23]([C:24]#[N:25])[cH:26][cH:27][cH:28][cH:29]2)[cH:30][cH:31][c:32]([Cl:34])[cH:33]1.[H-:1].[OH2:35]>>[Cl:18][c:19]1[c:20]([O:21][c:22]2[c:23]([CH:24]=[O:35])[cH:26][cH:27][cH:28][cH:29]2)[cH:30][cH:31][c:32]([Cl:34])[cH:33]1. Reaction SMILES: [Br:1][C:2]1[CH:3]=[N:4][CH:5]=[C:6]([CH:10]=1)[C:7]([OH:9])=[O:8].[CH3:11]O>Cl>[CH3:11][O:8][C:7](=[O:9])[C:6]1[CH:10]=[C:2]([Br:1])[CH:3]=[N:4][CH:5]=1. Starting materials: BrC=1C=NC=C(C(=O)O)C1 (5-Bromo-nicotinic acid), CO (methanol). Solvent: Cl (hydrochloric acid). Product: COC(C1=CN=CC(=C1)Br)=O (5-bromo-nicotinic acid methyl ester). Conditions: time 2.5 day. Procedure details: 5-Bromo-nicotinic acid (5,00 g, 24.7 mmol) was dissolved in methanol (50 mL) and saturated with hydrochloric acid gas. The reaction mixture was allowed to stand for 2.5 days and then filtered. The filtrate was concentrated under reduced pressure and methylene chloride was added. The solution was washed with saturated sodium bicarbonate solution. The aqueous wash was back-extracted with methylene chloride (2x). The combined organic extracts were dried over magnesium sulfate and concentrated in va... Starting materials: CC1=C(C=CC(=C1C)OC=1C(=C2C=C(NC2=CC1)C)[N+](=O)[O-])CC(=O)O (2-(2,3-dimethyl-4-(2-methyl-4-nitro-1H-indol-5-yloxy)phenyl)acetic acid), O.O.[Sn](Cl)(Cl)(Cl)Cl (tin chloride dihydrate), CO (methanol). Run in C(C)(=O)OCC (ethyl acetate), C(=O)(O)[O-].[Na+] (NaHCO3). Run at temperature 60 celsius. Product: NC1=C2C=C(NC2=CC=C1OC1=C(C(=C(C=C1)CC(=O)OC)C)C)C (Methyl 2-(4-(4-amino-2-methyl-1H-indol-5-yloxy)-2,3-dimethylphenyl)acetate). As a reaction SMILES: [CH3:1][C:2]1[C:7]([CH3:8])=[C:6]([O:9][C:10]2[C:11]([N+:20]([O-])=O)=[C:12]3[C:16](=[CH:17][CH:18]=2)[NH:15][C:14]([CH3:19])=[CH:13]3)[CH:5]=[CH:4][C:3]=1[CH2:23][C:24]([OH:26])=[O:25].O.O.[Sn](Cl)(Cl)(Cl)Cl.[CH3:34]O>C(OCC)(=O)C.C([O-])(O)=O.[Na+]>[NH2:20][C:11]1[C:10]([O:9][C:6]2[CH:5]=[CH:4][C:3]([CH2:23][C:24]([O:26][CH3:34])=[O:25])=[C:2]([CH3:1])[C:7]=2[CH3:8])=[CH:18][CH:17]=[C:16]2[C:12]=1[CH:13]=[C:14]([CH3:19])[NH:15]2 |f:1.2.3,6.7|. Procedure: Under an N2 atmosphere, 2-(2,3-dimethyl-4-(2-methyl-4-nitro-1H-indol-5-yloxy)phenyl)acetic acid (0.335 g, 0.946 mmol) was suspended in methanol and tin chloride dihydrate (1.71 g, 7.57 mmol) was added. The reaction was heated to 60° C. for 16 h. The reaction was diluted with ethyl acetate and 10% NaHCO3 (aq). The layers were separated and the organic layer was washed with water (3×), dried (Na2SO4), filtered and concentrated in vacuo. Flash column chromatography of the residue, eluting with 20% ... Procedure details: The procedure is similar to that described in Example 1, but starting with 1.36 g of benzyl (2R,4R)-3-[3-{2-[4-tert-butoxycarbonyl-2-(2-phenylphenyl)-3-thiazolidinyl]-2-oxoethyl}ureido]phenylacetate, 0.44 g of ammonium formate and 0.6 g of palladium on charcoal (10% Pd). 0.25 g of (2R,4R)-3-[3-{2-[4-tert-butoxycarbonyl-2-(2-phenylphenyl)-3-thiazolidinyl]-2-oxoethyl}ureido]phenylacetic acid, melting point 128° C., is thereby obtained; [α]D25 =-26.2°±0.9° (C %=0.56; MeOH). The yield is 21.3%. Reagents/catalysts: [Pd] (palladium on charcoal). Yields the product C(C)(C)(C)OC(=O)[C@H]1N([C@H](SC1)C1=C(C=CC=C1)C1=CC=CC=C1)C(CNC(NC=1C=C(C=CC1)CC(=O)O)=O)=O ((2R,4R)-3-[3-{2-[4-tert-butoxycarbonyl-2-(2-phenylphenyl)-3-thiazolidinyl]-2-oxoethyl}ureido]phenylacetic acid). The reactants are C(C)(C)(C)OC(=O)[C@H]1N([C@H](SC1)C1=C(C=CC=C1)C1=CC=CC=C1)C(CNC(NC=1C=C(C=CC1)CC(=O)OCC1=CC=CC=C1)=O)=O (benzyl (2R,4R)-3-[3-{2-[4-tert-butoxycarbonyl-2-(2-phenylphenyl)-3-thiazolidinyl]-2-oxoethyl}ureido]phenylacetate), C(=O)[O-].[NH4+] (ammonium formate). As a reaction SMILES: [C:1]([O:5][C:6]([C@@H:8]1[CH2:12][S:11][C@H:10]([C:13]2[CH:18]=[CH:17][CH:16]=[CH:15][C:14]=2[C:19]2[CH:24]=[CH:23][CH:22]=[CH:21][CH:20]=2)[N:9]1[C:25](=[O:48])[CH2:26][NH:27][C:28](=[O:47])[NH:29][C:30]1[CH:31]=[C:32]([CH2:36][C:37]([O:39]CC2C=CC=CC=2)=[O:38])[CH:33]=[CH:34][CH:35]=1)=[O:7])([CH3:4])([CH3:3])[CH3:2].C([O-])=O.[NH4+]>[Pd]>[C:1]([O:5][C:6]([C@@H:8]1[CH2:12][S:11][C@H:10]([C:13]2[CH:18]=[CH:17][CH:16]=[CH:15][C:14]=2[C:19]2[CH:24]=[CH:23][CH:22]=[CH:21][CH:20]=2)[N:9]1[C:25](=[O:48])[CH2:26][NH:27][C:28](=[O:47])[NH:29][C:30]1[CH:31]=[C:32]([CH2:36][C:37]([OH:39])=[O:38])[CH:33]=[CH:34][CH:35]=1)=[O:7])([CH3:4])([CH3:2])[CH3:3] |f:1.2|.